Dataset: the Open Reaction Database (ORD), a public repository of structured organic reaction records. Task: describe an organic reaction: reactants, conditions, products, and yield The reactants are CN(C=O)C (N,N-dimethl formamide), C(CCC)[Li] (Butyl lithium), CCCCCC (hexane), BrC1=CSC=C1C#CCCCCCC (3-Bromo-4-(1-octynyl)thiophene). Solvent: O1CCCC1 (tetrahydrofuran), CCOCC (ether). Conditions: time 8 hour. The product is C(#CCCCCCC)C=1C(=CSC1)C=O (4-(1-Octynyl)thiophene-3-carboxaldehyde). RXN SMILES: Br[C:2]1[C:6]([C:7]#[C:8][CH2:9][CH2:10][CH2:11][CH2:12][CH2:13][CH3:14])=[CH:5][S:4][CH:3]=1.C([Li])CCC.CCCCCC.CN(C)[CH:28]=[O:29]>O1CCCC1.CCOCC>[C:7]([C:6]1[C:2]([CH:28]=[O:29])=[CH:3][S:4][CH:5]=1)#[C:8][CH2:9][CH2:10][CH2:11][CH2:12][CH2:13][CH3:14]. Reported procedure: 3-Bromo-4-(1-octynyl)thiophene (2.0 g, 7.38 mM) was dissolved in dry tetrahydrofuran under argon. Butyl lithium (2.85 ml of a 2.6M hexane solution) was added keeping the temperature at -20° C. After 30 min at this temperature, N,N-dimethl formamide (2 ml) was added and the mixture allowed to attain room temperature overnight. Hydrolysis and extraction with ether yielded a yellow oil (1.70 g) which was purified by chromatography on silica eluting with chloroform/hexane (1:1). This gave 550 mg (34... Starting materials: COC=1C=C(C=CC1OC)CC#N (3,4-dimethoxy-phenyl-acetonitrile), C[Si](C)(C)[N-][Si](C)(C)C.[Na+] (sodium bis(trimethylsilyl)amide), BrCC(=O)OCC (ethyl bromoacetate). The solvent is C1CCOC1 (THF). Conditions: temperature 10 celsius. The product is C(C)OC(CC(CC(=O)OCC)(C1=CC(=C(C=C1)OC)OC)C#N)=O (3-cyano-3-(3,4-dimethoxy-phenyl)-pentanedioic acid diethyl ester). Reaction SMILES: [CH3:1][O:2][C:3]1[CH:4]=[C:5]([CH2:11][C:12]#[N:13])[CH:6]=[CH:7][C:8]=1[O:9][CH3:10].C[Si]([N-][Si](C)(C)C)(C)C.[Na+].Br[CH2:25][C:26]([O:28][CH2:29][CH3:30])=[O:27]>C1COCC1>[CH2:29]([O:28][C:26](=[O:27])[CH2:25][C:11]([C:12]#[N:13])([C:5]1[CH:6]=[CH:7][C:8]([O:9][CH3:10])=[C:3]([O:2][CH3:1])[CH:4]=1)[CH2:25][C:26]([O:28][CH2:29][CH3:30])=[O:27])[CH3:30] |f:1.2|. Reported procedure: Combined 3,4-dimethoxy-phenyl-acetonitrile (20.0 g, 113 mmol) and THF (100 mL). Cooled in a dry-ice/acetone bath. Added dropwise, sodium bis(trimethylsilyl)amide (226 mL, 1.0M in THF, 226 mmol, 2 eq.). After the addition was complete, allowed to warm to 10 ° C. Cooled in a dry-ice/acetone bath. Added dropwise, ethyl bromoacetate (37.7 g, 226 mmol). After the addition was complete, the reaction mixture was allowed to warm to ambient temperature and maintained overnight. Filtered the reaction mixt... Starting materials: NC=1N=NC=CC1OCC1=CC=CC=C1 (3-amino-4-phenylmethoxypyridazine), ClCC(C)=O (chloroacetone). Yields the product C1(=CC=CC=C1)COC=1C=2N(N=CC1)C=CN2 (8-phenylmethoxyimidazo[1,2-b]pyridazine), methyl. As a reaction SMILES: [NH2:1][C:2]1[N:3]=[N:4][CH:5]=[CH:6][C:7]=1[O:8][CH2:9][C:10]1[CH:15]=[CH:14][CH:13]=[CH:12][CH:11]=1.Cl[CH2:17][C:18](=O)C>>[C:10]1([CH2:9][O:8][C:7]2[C:2]3[N:3]([CH:17]=[CH:18][N:1]=3)[N:4]=[CH:5][CH:6]=2)[CH:11]=[CH:12][CH:13]=[CH:14][CH:15]=1. Reported procedure: For example, condensation of 3-amino-4-phenylmethoxypyridazine with chloroacetone gives an 8-phenylmethoxyimidazo[1,2-b]pyridazine with a methyl at the 2-position and a hydrogen as shown in the following reaction Scheme II: ##STR14## The reactants are [N+](=O)([O-])C1=CC(=C(C=C1)C)OC (4-nitro-2-methoxytoluene), BrN1C(CCC1=O)=O (N-bromosuccinimide), N1CCCC1 (pyrrolidine). The reagents and catalysts are N(=NC(C#N)(C)C)C(C#N)(C)C (azobisisobutyronitrile). Solvent: C(Cl)(Cl)(Cl)Cl (CCl4). Reaction conditions: temperature 0 celsius, time 1 hour. Product: [N+](=O)([O-])C1=CC(=C(CN2CCCC2)C=C1)OC (1-(4-Nitro-2-methoxybenzyl)pyrrolidine). Yield: 80.0%. As a reaction SMILES: [N+:1]([C:4]1[CH:9]=[CH:8][C:7]([CH3:10])=[C:6]([O:11][CH3:12])[CH:5]=1)([O-:3])=[O:2].Br[N:14]1[C:18](=O)[CH2:17][CH2:16][C:15]1=O.N1CCCC1>N(C(C)(C)C#N)=NC(C)(C)C#N.C(Cl)(Cl)(Cl)Cl>[N+:1]([C:4]1[CH:9]=[CH:8][C:7]([CH2:10][N:14]2[CH2:18][CH2:17][CH2:16][CH2:15]2)=[C:6]([O:11][CH3:12])[CH:5]=1)([O-:3])=[O:2]. Procedure: A mixture of 4-nitro-2-methoxytoluene (5 g, 30 mmol), N-bromosuccinimide (5.3 g, 30 mmol), azobisisobutyronitrile (AIBN, 10 mg) and CCl4 was refluxed for 60 h. The reaction mixture was cooled to 0° C., filtered through diatomaceous earth and concentrated under vacuum. The resulting oil was redissolved in THF (50 mL) and added portionwise to a cold (0° C.) stirred solution of pyrrolidine (10.65 g, 150 mmol). Afterwards, the cooling bath was removed and the reaction was stirred at ambient temperat... The reactants are [Si](C1=CC=CC=C1)(C1=CC=CC=C1)(C(C)(C)C)OC1=CC=C(OC[C@H](CNCCC2=CC=C(NC3CCN(CC3)C(=O)NCC3=CC(=CC(=C3)F)F)C=C2)O)C=C1 (4-[4-(2-{[(2S)-3-(4-{[tert-Butyl(diphenyl)silyl]oxy}phenoxy)-2-hydroxy-propyl]amino}ethyl)anilino]-N-(3,5-difluorobenzyl)-1-piperidinecarboxamide). The solvent is C(Cl)(Cl)Cl.CO (chloroform methanol). Product: FC=1C=C(CNC(=O)N2CCC(CC2)NC2=CC=C(C=C2)CCNC[C@@H](COC2=CC=C(C=C2)O)O)C=C(C1)F (4-(4-[2-[(2S)-2-Hydroxy-3-(4-hydroxy-phenoxy)-propylamino]-ethyl}-phenylamino)-piperidine-1-carboxylic acid 3,5-difluoro-benzylamide). Isolated yield 47.5%. As a reaction SMILES: [Si]([O:18][C:19]1[CH:57]=[CH:56][C:22]([O:23][CH2:24][C@@H:25]([OH:55])[CH2:26][NH:27][CH2:28][CH2:29][C:30]2[CH:54]=[CH:53][C:33]([NH:34][CH:35]3[CH2:40][CH2:39][N:38]([C:41]([NH:43][CH2:44][C:45]4[CH:50]=[C:49]([F:51])[CH:48]=[C:47]([F:52])[CH:46]=4)=[O:42])[CH2:37][CH2:36]3)=[CH:32][CH:31]=2)=[CH:21][CH:20]=1)(C(C)(C)C)(C1C=CC=CC=1)C1C=CC=CC=1>C(Cl)(Cl)Cl.CO>[F:52][C:47]1[CH:46]=[C:45]([CH:50]=[C:49]([F:51])[CH:48]=1)[CH2:44][NH:43][C:41]([N:38]1[CH2:37][CH2:36][CH:35]([NH:34][C:33]2[CH:32]=[CH:31][C:30]([CH2:29][CH2:28][NH:27][CH2:26][C@H:25]([OH:55])[CH2:24][O:23][C:22]3[CH:21]=[CH:20][C:19]([OH:18])=[CH:57][CH:56]=3)=[CH:54][CH:53]=2)[CH2:40][CH2:39]1)=[O:42] |f:1.2|. Reported procedure: 4-[4-(2-{[(2S)-3-(4-{[tert-Butyl(diphenyl)silyl]oxy}phenoxy)-2-hydroxy-propyl]amino}ethyl)anilino]-N-(3,5-difluorobenzyl)-1-piperidinecarboxamide (0.165 g, 0.20 mmol) was reacted according to Procedure H (eluant: 5:1 chloroform-methanol containing 1% ammonium hydroxide) to give the title compound (0.05 g, 0.095 mmol) The reactants are CC(C)(C)OC(=O)N(CCc1ccc(Cl)c(CO)c1)C1CC1, CC#N, O=[Mn]=O. Yields the product CC(C)(C)OC(=O)N(CCc1ccc(Cl)c(C=O)c1)C1CC1. RXN SMILES: [C:1]([CH3:2])([CH3:3])([CH3:4])[O:5][C:6]([N:7]([CH:8]1[CH2:9][CH2:10]1)[CH2:11][CH2:12][c:13]1[cH:14][c:15]([CH2:20][OH:21])[c:16]([Cl:19])[cH:17][cH:18]1)=[O:22].[CH3:23][C:24]#[N:25].[O:26]=[Mn:27]=[O:28]>>[C:1]([CH3:2])([CH3:3])([CH3:4])[O:5][C:6]([N:7]([CH:8]1[CH2:9][CH2:10]1)[CH2:11][CH2:12][c:13]1[cH:14][c:15]([CH:20]=[O:21])[c:16]([Cl:19])[cH:17][cH:18]1)=[O:22]. The reactants are [BH4-], CC(=O)Nc1nc2ccc(Oc3ccc(Cl)c(NC(=O)C(F)(F)F)c3)nc2s1, CCO, CCOC(C)=O, CO, [Na+]. Yields the product CC(=O)Nc1nc2ccc(Oc3ccc(Cl)c(N)c3)nc2s1. As a reaction SMILES: [BH4-:1].[C:5]([CH3:6])(=[O:7])[NH:8][c:9]1[s:10][c:11]2[n:12][c:13]([O:18][c:19]3[cH:20][cH:21][c:22]([Cl:32])[c:23]([NH:25][C:26](=[O:27])[C:28]([F:29])([F:30])[F:31])[cH:24]3)[cH:14][cH:15][c:16]2[n:17]1.[CH3:33][CH2:34][OH:35].[CH3:36][CH2:37][O:38][C:39](=[O:40])[CH3:41].[CH3:3][OH:4].[Na+:2]>>[C:5]([CH3:6])(=[O:7])[NH:8][c:9]1[s:10][c:11]2[n:12][c:13]([O:18][c:19]3[cH:20][cH:21][c:22]([Cl:32])[c:23]([NH2:25])[cH:24]3)[cH:14][cH:15][c:16]2[n:17]1. The reactants are N1C=C(C2=CC=CC=C12)C(C#N)=CC1=CC=CC=C1 (2-1H-indol-3-yl-3-phenylacrylonitrile), N#N (N2). Run in CCO (EtOH). The product is C(C1=CC=CC=C1)C(CN)C1=CNC2=CC=CC=C12 (β-Benzyltryptamine). Reaction SMILES: [NH:1]1[C:9]2[C:4](=[CH:5][CH:6]=[CH:7][CH:8]=2)[C:3]([C:10](=[CH:13][C:14]2[CH:19]=[CH:18][CH:17]=[CH:16][CH:15]=2)[C:11]#[N:12])=[CH:2]1.N#N>CCO>[CH2:13]([CH:10]([C:3]1[C:4]2[C:9](=[CH:8][CH:7]=[CH:6][CH:5]=2)[NH:1][CH:2]=1)[CH2:11][NH2:12])[C:14]1[CH:19]=[CH:18][CH:17]=[CH:16][CH:15]=1. Procedure details: β-Benzyltryptamine was prepared by the addition of 2-1H-indol-3-yl-3-phenylacrylonitrile (500 mg, 2.04 mmol) and EtOH (25 mL) to a N2 purged 100 mL flask. To the solution was added approximately 2 g of Raney-Ni slurry. To the reaction solution, dropwise with stirring, was added hydrazine monohydrate (2.5 mL). The reaction solution was allowed to stir at 65° C. for 4 hours. The slurry was filtered through a pad of Celite to remove excess Raney-Ni. The filtrate was concentrated under reduced press... Reactants: C(CC)N1C(N(C=2NC(=NC2C1=O)C(CC1=CC=C(C=C1)SCC(=O)O)C)CCC)=O (2-[4-[2-(2,3,6,9-tetrahydro-1,3-dipropyl-2,6-dioxo-1H-purin-8-yl)propyl]phenylthio]acetic acid), CO (methanol), S(O)(O)(=O)=O (sulfuric acid). The solvent is C(C)OCC (ethyl ether). Reaction conditions: temperature 60 celsius. The product is C(CC)N1C(N(C=2NC(=NC2C1=O)C(CC1=CC=C(C=C1)SCC(=O)OC)C)CCC)=O (2-[4-[2-(2,3,6,9-Tetrahydro-1,3-dipropyl-2,6-dioxo-1H-purin-8-yl)propyl]phenylthio]acetic acid, methyl ester). As a reaction SMILES: [CH2:1]([N:4]1[C:12](=[O:13])[C:11]2[N:10]=[C:9]([CH:14]([CH3:27])[CH2:15][C:16]3[CH:21]=[CH:20][C:19]([S:22][CH2:23][C:24]([OH:26])=[O:25])=[CH:18][CH:17]=3)[NH:8][C:7]=2[N:6]([CH2:28][CH2:29][CH3:30])[C:5]1=[O:31])[CH2:2][CH3:3].S(=O)(=O)(O)O.[CH3:37]O>C(OCC)C>[CH2:1]([N:4]1[C:12](=[O:13])[C:11]2[N:10]=[C:9]([CH:14]([CH3:27])[CH2:15][C:16]3[CH:21]=[CH:20][C:19]([S:22][CH2:23][C:24]([O:26][CH3:37])=[O:25])=[CH:18][CH:17]=3)[NH:8][C:7]=2[N:6]([CH2:28][CH2:29][CH3:30])[C:5]1=[O:31])[CH2:2][CH3:3]. Procedure: Dissolve 2-[4-[2-(2,3,6,9-tetrahydro-1,3-dipropyl-2,6-dioxo-1H-purin-8-yl)propyl]phenylthio]acetic acid (88.8 g, 0.2 mol) in methanol (500 mL) and treat with concentrated sulfuric acid (0.5 mL). Heat to 60° C. for 16 hours, cool and reduce the solvent by 50% in vacuo. Dilute with ethyl ether (500 mL), wash with saturated sodium hydrogen carbonate, then brine. Dry (MgSO4) and evaporate the solvent in vacuo to give the title compound.